Dataset: the Open Reaction Database (ORD), a public repository of structured organic reaction records. Task: describe an organic reaction: reactants, conditions, products, and yield Starting materials: COc1cc(CCNC(=O)OC(C)(C)C)ccc1O, CN(C)C=O, CCOCC, Fc1cccc(CCl)c1, [I-], [K+], [K+], [K+], O=C([O-])[O-]. The product is COc1cc(CCNC(=O)OC(C)(C)C)ccc1OCc1cccc(F)c1. RXN SMILES: [C:10]([CH3:11])([CH3:12])([CH3:13])[O:14][C:15]([NH:16][CH2:17][CH2:18][c:19]1[cH:20][c:21]([O:26][CH3:27])[c:22]([OH:25])[cH:23][cH:24]1)=[O:28].[CH3:37][N:38]([CH3:39])[CH:40]=[O:41].[CH3:42][CH2:43][O:44][CH2:45][CH3:46].[Cl:1][CH2:2][c:3]1[cH:4][c:5]([F:9])[cH:6][cH:7][cH:8]1.[I-:36].[K+:29].[K+:30].[K+:35].[O-:31][C:32]([O-:33])=[O:34]>>[CH2:2]([c:3]1[cH:4][c:5]([F:9])[cH:6][cH:7][cH:8]1)[O:25][c:22]1[c:21]([O:26][CH3:27])[cH:20][c:19]([CH2:18][CH2:17][NH:16][C:15]([O:14][C:10]([CH3:11])([CH3:12])[CH3:13])=[O:28])[cH:24][cH:23]1. The reactants are CCO, Clc1ccc(CBr)cc1Cl, O=[N+]([O-])c1ccc2[nH]c(S)nc2c1. Yields the product O=[N+]([O-])c1ccc2[nH]c(SCc3ccc(Cl)c(Cl)c3)nc2c1. Reaction SMILES: [CH3:24][CH2:25][OH:26].[Cl:14][c:15]1[cH:16][c:17]([CH2:18][Br:19])[cH:20][cH:21][c:22]1[Cl:23].[N+:1](=[O:2])([O-:3])[c:4]1[cH:5][c:6]2[c:7]([nH:8][c:9]([SH:11])[n:10]2)[cH:12][cH:13]1>>[N+:1](=[O:2])([O-:3])[c:4]1[cH:5][c:6]2[c:7]([nH:8][c:9]([S:11][CH2:18][c:17]3[cH:16][c:15]([Cl:14])[c:22]([Cl:23])[cH:21][cH:20]3)[n:10]2)[cH:12][cH:13]1. Starting materials: CC(=O)O, CCOC(C)=O, COc1cccc(C)c1C(C)(C)O. Yields the product COc1cccc(C)c1C(C)C. Reaction SMILES: [C:14]([OH:15])(=[O:16])[CH3:17].[C:18]([O:19][CH2:20][CH3:21])(=[O:22])[CH3:23].[CH3:1][O:2][c:3]1[c:4]([C:10]([CH3:11])([CH3:12])[OH:13])[c:5]([CH3:9])[cH:6][cH:7][cH:8]1>>[CH3:1][O:2][c:3]1[c:4]([CH:10]([CH3:11])[CH3:12])[c:5]([CH3:9])[cH:6][cH:7][cH:8]1. Starting materials: [PH4+] (Phosphonium), C1CCCO1 (butylene oxide), C(=O)C1=CC=C(C(=O)OCC)C=C1 (ethyl 4-formylbenzoate). Product: O1CCCCC2=C1C=C(C=C2)/C(=C/C2=CC=C(C(=O)OCC)C=C2)/C (ethyl p-[(E)-2-(2,3,4,5-tetrahydro-1-benzoxepin-8-yl)propenyl]benzoate). Reaction SMILES: [PH4+].[CH:2]([C:4]1[CH:14]=[CH:13][C:7]([C:8]([O:10][CH2:11][CH3:12])=[O:9])=[CH:6][CH:5]=1)=O.[CH2:15]1[O:19][CH2:18][CH2:17][CH2:16]1>>[O:19]1[C:18]2[CH:2]=[C:4](/[C:14](/[CH3:13])=[CH:2]/[C:4]3[CH:14]=[CH:13][C:7]([C:8]([O:10][CH2:11][CH3:12])=[O:9])=[CH:6][CH:5]=3)[CH:5]=[CH:16][C:17]=2[CH2:8][CH2:7][CH2:6][CH2:15]1. Reported procedure: 4.9 g of 2,3,4,5-tetrahydro-α-methyl-1-benzoxepine-8-methanol were dissolved in 50 ml of acetonitrile and treated with 13 g of triphenylphosphine hydrobromide. The reaction mixture was stirred at 40° C. for 24 hours. Thereafter, the majority of the solvent was removed under reduced pressure and the residue was partitioned between hexane and ethanol/water (8:2). The heavy phase was evaporated and dried, whereby 11.96 g of white phosphonium salt were obtained. 6.29 g of Phosphonium salt were disso... Reactants: ClCC=1C=CC=2N(C1)C=C(N2)C(=O)OCC (Ethyl 6-(chloromethyl)imidazo[1,2-a]pyridine-2-carboxylate), [Na+].[I-] (NaI), P(OCC)(OCC)OCC (triethyl phosphite). Yields the product C(C)OP(=O)(OCC)CC=1C=CC=2N(C1)C=C(N2)C(=O)OCC (Ethyl 6-[(diethoxyphosphinyl)methyl]imidazo[1,2 a]pyridine-2-carboxylate). The yield is 42.6%. RXN SMILES: Cl[CH2:2][C:3]1[CH:4]=[CH:5][C:6]2[N:7]([CH:9]=[C:10]([C:12]([O:14][CH2:15][CH3:16])=[O:13])[N:11]=2)[CH:8]=1.[Na+].[I-].[P:19]([O:26]CC)([O:23][CH2:24][CH3:25])[O:20][CH2:21][CH3:22]>>[CH2:21]([O:20][P:19]([CH2:2][C:3]1[CH:4]=[CH:5][C:6]2[N:7]([CH:9]=[C:10]([C:12]([O:14][CH2:15][CH3:16])=[O:13])[N:11]=2)[CH:8]=1)([O:23][CH2:24][CH3:25])=[O:26])[CH3:22] |f:1.2|. Procedure: By the method of Example 6, the product from Example 11 (2.66 g, 11.1 mmol) was treated with NaI (1.67 g, 11.1 mmol) and triethyl phosphite (2.03 g, 12.2 mmol). Workup produced 1.61 g (43%) of title compound. Isolated yield 32.0%. Yields the product NC=1C=C(C=CC1)C=1OC2=C(C3=C(NC(=NS3(=O)=O)C=3C(N(C4=CC=CC=C4C3O)NCC(C)C)=O)C=C2)N1 (3-[8-(3-aminophenyl)-1,1-dioxido-4H-[1,3]oxazolo[5,4-h][1,2,4]benzothiadiazin-3-yl]-4-hydroxy-1-(isobutylamino)quinolin-2(1H)-one). Reported procedure: A mixture of the product of Example 354 (38 mg, 0.086 mmol) and 3-aminobenzoic acid (13 mg, 0.094 mmol) in polyphosphoric acid (1 mL)was heated to 190° C. for 1 hour. The solution was cooled to 25° C., triturated with water and a 10% solution of sodium carbonate. The solid was filtered, dried, and purified by flash column, eluting with 2% methanol in dichloromethane to yield the title compound (15 mg, 38%). The sodium salt was made by the procedure of Example 1D. MS (ESI−) m/z 543 (M−H)−. 1H NMR... Starting materials: NC1=C(C=CC=2NC(=NS(C21)(=O)=O)C=2C(N(C1=CC=CC=C1C2O)NCC(C)C)=O)O (3-(8-amino-7-hydroxy-1,1-dioxido-4H-1,2,4-benzothiadiazin-3-yl)-4-hydroxy-1-(isobutylamino)quinolin-2(1H)-one), NC=1C=C(C(=O)O)C=CC1 (3-aminobenzoic acid). Solvent: polyphosphoric acid. Reaction conditions: temperature 190 celsius. As a reaction SMILES: [NH2:1][C:2]1[C:11]2[S:10](=[O:13])(=[O:12])[N:9]=[C:8]([C:14]3[C:15](=[O:30])[N:16]([NH:25][CH2:26][CH:27]([CH3:29])[CH3:28])[C:17]4[C:22]([C:23]=3[OH:24])=[CH:21][CH:20]=[CH:19][CH:18]=4)[NH:7][C:6]=2[CH:5]=[CH:4][C:3]=1[OH:31].[NH2:32][C:33]1[CH:34]=[C:35]([CH:39]=[CH:40][CH:41]=1)[C:36](O)=O>>[NH2:32][C:33]1[CH:34]=[C:35]([C:36]2[O:31][C:3]3[CH:4]=[CH:5][C:6]4[NH:7][C:8]([C:14]5[C:15](=[O:30])[N:16]([NH:25][CH2:26][CH:27]([CH3:29])[CH3:28])[C:17]6[C:22]([C:23]=5[OH:24])=[CH:21][CH:20]=[CH:19][CH:18]=6)=[N:9][S:10](=[O:12])(=[O:13])[C:11]=4[C:2]=3[N:1]=2)[CH:39]=[CH:40][CH:41]=1. The reactants are [K].CC(C)([O-])C (potassium tert.butoxide), CN1C(C2=CC(=CC=C2C=C1C1=CC=C(C=C1)O)OC)=O (2-methyl-3-(4-hydroxy-phenyl)-7-methoxy-isoquinolin-1(2H)-one). The solvent is CS(=O)C (dimethylsulfoxide). Product: CN1C(C2=CC(=CC=C2C=C1C1=CC=C(C=C1)OCC1CO1)OC)=O (2-Methyl-3-[4-(2,3-epoxypropoxy)-phenyl]-7-methoxy-isoquinolin-1(2H)-one). As a reaction SMILES: [K].[CH3:2][C:3](C)([O-:5])[CH3:4].[CH3:7][N:8]1[C:17]([C:18]2[CH:23]=[CH:22][C:21]([OH:24])=[CH:20][CH:19]=2)=[CH:16][C:15]2[C:10](=[CH:11][C:12]([O:25][CH3:26])=[CH:13][CH:14]=2)[C:9]1=[O:27]>CS(C)=O>[CH3:7][N:8]1[C:17]([C:18]2[CH:23]=[CH:22][C:21]([O:24][CH2:2][CH:3]3[O:5][CH2:4]3)=[CH:20][CH:19]=2)=[CH:16][C:15]2[C:10](=[CH:11][C:12]([O:25][CH3:26])=[CH:13][CH:14]=2)[C:9]1=[O:27] |f:0.1,^1:0|. Procedure: 1.35 gm (10 mmols+20%) of potassium-tert.butoxide were added to a solution of 2.8 gm (10 mmols) of 2-methyl-3-(4-hydroxy-phenyl)-7-methoxy-isoquinolin-1(2H)-one in 20 ml of dimethylsulfoxide, while stirring; the potassium salt precipitated out after a short time. 2.8 ml of epibromohydrin were now added, and the mixture was stirred at room temperature until the reaction had gone to completion. The reaction mixture was then poured into ice water, and the cristalline precipitate was collected by su... Reactants: Cc1cc(N)cc(Br)c1, CC(C)S(=O)(=O)Cl, ClCCl, c1ccncc1. Yields the product Cc1cc(Br)cc(NS(=O)(=O)C(C)C)c1. RXN SMILES: [Br:1][c:2]1[cH:3][c:4]([NH2:5])[cH:6][c:7]([CH3:9])[cH:8]1.[CH:10]([CH3:11])([CH3:12])[S:13](=[O:14])(=[O:15])[Cl:16].[Cl:23][CH2:24][Cl:25].[cH:17]1[cH:18][cH:19][n:20][cH:21][cH:22]1>>[Br:1][c:2]1[cH:3][c:4]([NH:5][S:13]([CH:10]([CH3:11])[CH3:12])(=[O:14])=[O:15])[cH:6][c:7]([CH3:9])[cH:8]1.